Dataset: the Open Reaction Database (ORD), a public repository of structured organic reaction records. Task: describe an organic reaction: reactants, conditions, products, and yield The reagents and catalysts are [Pd] (palladium-on-carbon). Starting materials: C(C)(=O)NC1=C(C=C(C(=O)[O-])C=C1)[N+](=O)[O-] (4-(acetylamino)-3-nitrobenzoate), C(C)O (ethanol), [H][H] (hydrogen). The product is C(C)(=O)NC1=C(C=C(C(=O)OCC)C=C1)N (ethyl 4-(acetylamino)-3-aminobenzoate). Run in O (water). RXN SMILES: [C:1]([NH:4][C:5]1[CH:13]=[CH:12][C:8]([C:9]([O-:11])=[O:10])=[CH:7][C:6]=1[N+:14]([O-])=O)(=[O:3])[CH3:2].[CH2:17](O)[CH3:18].[H][H]>[Pd].O>[C:1]([NH:4][C:5]1[CH:13]=[CH:12][C:8]([C:9]([O:11][CH2:17][CH3:18])=[O:10])=[CH:7][C:6]=1[NH2:14])(=[O:3])[CH3:2]. Run at temperature 10 celsius. Yield: 40.3%. Reported procedure: A mixture of wet crystals of 4-(acetylamino)-3-nitrobenzoate (45.3 g, purity: 66.2%), ethanol (191.6 g), water (31.9 g), and palladium-on-carbon (palladium content: 5%, water content: 50%, 3.0 g) was stirred at 40° C. for 19 hours at a hydrogen atmosphere. The catalyst was collected by filtration and washed with a mixed solvent of water and ethanol (1/9, 30.0 g). The filtrate was concentrated, and t-butyl methyl ether (33.0 g) was added dropwise thereto at 50° C., and the mixture was cooled to 1...